Dataset: the Open Reaction Database (ORD), a public repository of structured organic reaction records. Task: describe an organic reaction: reactants, conditions, products, and yield The reactants are CCN=C=O, Cc1ccccc1, CC1Cc2ccc(Cl)cc2C(c2ccc([N+](=O)[O-])cc2)=NN1. The product is CCNC(=O)N1N=C(c2ccc([N+](=O)[O-])cc2)c2cc(Cl)ccc2CC1C. RXN SMILES: [CH2:23]([CH3:24])[N:25]=[C:26]=[O:27].[CH3:28][c:29]1[cH:30][cH:31][cH:32][cH:33][cH:34]1.[Cl:1][c:2]1[cH:3][c:4]2[c:5]([cH:21][cH:22]1)[CH2:6][CH:7]([CH3:20])[NH:8][N:9]=[C:10]2[c:11]1[cH:12][cH:13][c:14]([N+:17](=[O:18])[O-:19])[cH:15][cH:16]1>>[Cl:1][c:2]1[cH:3][c:4]2[c:5]([cH:21][cH:22]1)[CH2:6][CH:7]([CH3:20])[N:8]([C:26]([NH:25][CH2:23][CH3:24])=[O:27])[N:9]=[C:10]2[c:11]1[cH:12][cH:13][c:14]([N+:17](=[O:18])[O-:19])[cH:15][cH:16]1. The product is CC#CC1CN(S(=O)(=O)c2ccc(N)nc2)CCN1c1ncc(C(C)(O)C(F)(F)F)cn1. Starting materials: CCO, CC#CC1CN(S(=O)(=O)c2ccc(Cl)nc2)CCN1c1ncc(C(C)(O)C(F)(F)F)cn1, [NH4+], [OH-]. RXN SMILES: [CH3:35][CH2:36][OH:37].[Cl:1][c:2]1[cH:3][cH:4][c:5]([S:8](=[O:9])(=[O:10])[N:11]2[CH2:12][CH:13]([C:30]#[C:31][CH3:32])[N:14]([c:17]3[n:18][cH:19][c:20]([C:23]([C:24]([F:25])([F:26])[F:27])([CH3:28])[OH:29])[cH:21][n:22]3)[CH2:15][CH2:16]2)[cH:6][n:7]1.[NH4+:33].[OH-:34]>>[c:2]1([NH2:33])[cH:3][cH:4][c:5]([S:8](=[O:9])(=[O:10])[N:11]2[CH2:12][CH:13]([C:30]#[C:31][CH3:32])[N:14]([c:17]3[n:18][cH:19][c:20]([C:23]([C:24]([F:25])([F:26])[F:27])([CH3:28])[OH:29])[cH:21][n:22]3)[CH2:15][CH2:16]2)[cH:6][n:7]1.